From a dataset of the Open Reaction Database (ORD), a public repository of structured organic reaction records. describe an organic reaction: reactants, conditions, products, and yield Reactants: [Li]CCCC, C#C[Si](C)(C)C, ClCCCCI, C1CCOC1, O. Product: C[Si](C)(C)C#CCCCCCl. Reaction SMILES: [CH2:7]([Li:8])[CH2:9][CH2:10][CH3:11].[CH3:1][Si:2]([CH3:3])([CH3:4])[C:5]#[CH:6].[Cl:12][CH2:13][CH2:14][CH2:15][CH2:16][I:17].[O:19]1[CH2:20][CH2:21][CH2:22][CH2:23]1.[OH2:18]>>[CH3:1][Si:2]([CH3:3])([CH3:4])[C:5]#[C:6][CH2:16][CH2:15][CH2:14][CH2:13][Cl:12]. Reactants: CN(C=O)C (N,N-dimethylformamide), BrC1C(C2=C(OC1(C)C)C=CS2)O (6-bromo-5,6-dihydro-7-hydroxy-5,5-dimethyl-7H-thieno[3,2-b]pyran), N1CCCCC1 (piperidine). The product is OC1C(C2=C(OC1(C)C)C=CS2)N2CCCCC2 (5,6-Dihydro-6-hydroxy-5,5-dimethyl-7-piperidin-1-yl-7H-thieno[3,2-b]pyran), 0.977. Isolated yield 64.0%. Reaction SMILES: Br[CH:2]1[C:7]([CH3:9])([CH3:8])[O:6][C:5]2[CH:10]=[CH:11][S:12][C:4]=2[CH:3]1O.[NH:14]1[CH2:19][CH2:18][CH2:17][CH2:16][CH2:15]1.CN(C)C=[O:23]>>[OH:23][CH:2]1[C:7]([CH3:9])([CH3:8])[O:6][C:5]2[CH:10]=[CH:11][S:12][C:4]=2[CH:3]1[N:14]1[CH2:19][CH2:18][CH2:17][CH2:16][CH2:15]1. Reported procedure: The title compound was prepared as described in Example 18 starting with 6-bromo-5,6-dihydro-7-hydroxy-5,5-dimethyl-7H-thieno[3,2-b]pyran (1.5 g, 5.7 mmol) and piperidine (1.7 mL, 17.1 mmol) in N,N-dimethylformamide (25 mL) to give an off white solid, 0.977 (64%): mp 68°-70°C.; IR (KBr): 2937, 1549 and 1396 cm-1 ; MS: m/z 162 (MH+); 1H NMR (CDCl3): δ 1.20 (s, 3H), 1.50 (s, 3H), 1.52 (m, 2H), 1.61 (m, 4H), 2.65 (m, 2H), 2.78 (m, 2H), 3.20 (bs, 1H, exchanges with D2O), 3.55 (d, J=9.3 Hz, 1H), 3.68... Reactants: solid, Cl.Cl.O1C=C(C=C2C1=CC=C2)C2N(CCCC2)CC[C@@H]2CC[C@H](CC2)N (trans-4-[2-(4-benzofuran-3-yl-piperidin-1-yl)-ethyl]-cyclohexylamine dihydrochloride), Cl.Cl.O1C=C(C=C2C1=CC=C2)C2N(CCCC2)CC[C@@H]2CC[C@H](CC2)N (trans-4-[2-(4-benzofuran-3-yl-piperidin-1-yl)-ethyl]-cyclohexylamine dihydrochloride), C(C)S(=O)(=O)Cl (ethanesulfonyl chloride). Yields the product O1C=C(C=C2C1=CC=C2)C2N(CCCC2)CC[C@@H]2CC[C@H](CC2)NS(=O)(=O)CC (Ethanesulfonic acid trans-{4-[2-(4-benzofuran-3-yl-piperidin-1-yl)-ethyl]-cyclohexyl}-amide). RXN SMILES: Cl.Cl.[O:3]1[C:8]2=[CH:9][CH:10]=[CH:11][C:7]2=[CH:6][C:5]([CH:12]2[CH2:17][CH2:16][CH2:15][CH2:14][N:13]2[CH2:18][CH2:19][C@H:20]2[CH2:25][CH2:24][C@H:23]([NH2:26])[CH2:22][CH2:21]2)=[CH:4]1.[CH2:27]([S:29](Cl)(=[O:31])=[O:30])[CH3:28]>>[O:3]1[C:8]2=[CH:9][CH:10]=[CH:11][C:7]2=[CH:6][C:5]([CH:12]2[CH2:17][CH2:16][CH2:15][CH2:14][N:13]2[CH2:18][CH2:19][C@H:20]2[CH2:21][CH2:22][C@H:23]([NH:26][S:29]([CH2:27][CH3:28])(=[O:31])=[O:30])[CH2:24][CH2:25]2)=[CH:4]1 |f:0.1.2|. Procedure: The title compound, white solid (54 mg, 51%), MS (ISP) m/z=419.3 [(M+H)+], mp 153° C., was prepared in accordance with the general method of example 36 from trans-4-[2-(4-benzofuran-3-yl-piperidin-1-yl)-ethyl]-cyclohexylamine dihydrochloride (intermediate A) (100 mg, 0.25 mmol) and ethanesulfonyl chloride. The yield is 32.5%. Solvent: N (NH3), C(Cl)Cl (DCM), C(Cl)(Cl)Cl (CHCl3). Procedure: H2O2 (ca. 70%, 3.0 mL, 59.2 mmol) was added dropwise to a stirred solution of trifluoroacetic anhydride (8.4 mL, 59.2 mmol) in DCM (50 mL) at 5° C. The solution was stirred at 5° C. for 5 min, warmed to 20° C. for 10 min, then cooled to 5° C. and added to a stirred solution of 1-oxide 4 (1.48 g, 5.1 mmol) and trifluoroacetic acid (2.2 mL, 28.0 mmol) in CHCl3 (20 mL) at 5° C. The solution was stirred at 5° C. for 16 h, diluted with dilute aqueous NH3 solution (10 mL) and extracted with CHCl3 (4×5... Conditions: temperature 5 celsius, time 5 minute. Reactants: OO (H2O2), FC(C(=O)OC(C(F)(F)F)=O)(F)F (trifluoroacetic anhydride), CC=1C=CC2=C(N=C(N=[N+]2[O-])NCCCN2CCOCC2)C1 (6-Methyl-N-[3-(4-morpholinyl)propyl]-1,2,4-benzotriazin-3-amine 1-Oxide), FC(C(=O)O)(F)F (trifluoroacetic acid). Yields the product CC=1C=CC2=C([N+](=C(N=[N+]2[O-])NCCCN2CCOCC2)[O-])C1 (6-Methyl-N-[3-(4-morpholinyl)propyl]-1,2,4-benzotriazin-3-amine 1,4-Dioxide). As a reaction SMILES: OO.FC(F)(F)C(OC(=O)C(F)(F)F)=[O:6].[CH3:16][C:17]1[CH:18]=[CH:19][C:20]2[N+:25]([O-:26])=[N:24][C:23]([NH:27][CH2:28][CH2:29][CH2:30][N:31]3[CH2:36][CH2:35][O:34][CH2:33][CH2:32]3)=[N:22][C:21]=2[CH:37]=1.FC(F)(F)C(O)=O>C(Cl)Cl.C(Cl)(Cl)Cl.N>[CH3:16][C:17]1[CH:18]=[CH:19][C:20]2[N+:25]([O-:26])=[N:24][C:23]([NH:27][CH2:28][CH2:29][CH2:30][N:31]3[CH2:36][CH2:35][O:34][CH2:33][CH2:32]3)=[N+:22]([O-:6])[C:21]=2[CH:37]=1. The reactants are C(C(=O)O)(=O)O (oxalic acid), C12(CC3CC(CC(C1)C3)C2)CCN2C=NC=C2 (1-[2-(1-adamantyl)ethyl]imidazole). Solvent: C(C)O (ethanol). Run at time 0.15 hour. Product: C(C(=O)O)(=O)O.C12(CC3CC(CC(C1)C3)C2)CCN2C=NC=C2 (1-[2-(1-adamantanyl)ethyl]imidazole hydrogen oxalate). As a reaction SMILES: [C:1]([OH:6])(=[O:5])[C:2]([OH:4])=[O:3].[C:7]12([CH2:17][CH2:18][N:19]3[CH:23]=[CH:22][N:21]=[CH:20]3)[CH2:16][CH:11]3[CH2:12][CH:13]([CH2:15][CH:9]([CH2:10]3)[CH2:8]1)[CH2:14]2>C(O)C>[C:1]([OH:6])(=[O:5])[C:2]([OH:4])=[O:3].[C:7]12([CH2:17][CH2:18][N:19]3[CH:23]=[CH:22][N:21]=[CH:20]3)[CH2:8][CH:9]3[CH2:15][CH:13]([CH2:12][CH:11]([CH2:10]3)[CH2:16]1)[CH2:14]2 |f:3.4|. Procedure details: A solution of oxalic acid (0.18 g, 2.0 mmol) in boiling ethanol (10 ml) was added to a hot solution of 1-[2-(1-adamantyl)ethyl]imidazole (0.5 g, 2.17 mmol). After boiling for 0.15 h, the reaction mixture was concentrated under reduced pressure to afford a white solid. Recrystallisation of the solid from propan-2-ol gave 1-[2-(1-adamantanyl)ethyl]imidazole hydrogen oxalate, m.p. 182°-183°. Reactants: C(C)NC(=O)C1C(C(C(C1)N1N=NC2=C1N=C(N=C2NC2C(C2)C2=CC=CC=C2)SCCC)O)O (N-Ethyl-2,3-dihydroxy-4-[7-[(2-phenylcyclopropyl)amino]-5-(propylthio)-3H-1,2,3-triazolo[4,5-d]pyrimidin-3-yl]-cyclopentanecarboxamide), NC=1C=NC=CC1 (3-aminopyridine). Product: OC1C(CC(C1O)N1N=NC2=C1N=C(N=C2NC2C(C2)C2=CC=CC=C2)SCCC)C(=O)NC=2C=NC=CC2 (2,3-Dihydroxy-4-[7-[(2-phenylcyclopropyl)amino]-5-(propylthio)-3H-1,2,3-triazolo[4,5-d]pyrimidin-3-yl]-N-(3-pyridyl)-cyclopentanecarboxamide). Reaction SMILES: [CH2:1]([NH:3][C:4]([CH:6]1[CH2:10][CH:9]([N:11]2[C:15]3[N:16]=[C:17]([S:30][CH2:31][CH2:32][CH3:33])[N:18]=[C:19]([NH:20][CH:21]4[CH2:23][CH:22]4[C:24]4[CH:29]=[CH:28][CH:27]=[CH:26][CH:25]=4)[C:14]=3[N:13]=[N:12]2)[CH:8]([OH:34])[CH:7]1[OH:35])=[O:5])[CH3:2].N[C:37]1[CH:38]=[N:39][CH:40]=CC=1>>[OH:35][CH:7]1[CH:8]([OH:34])[CH:9]([N:11]2[C:15]3[N:16]=[C:17]([S:30][CH2:31][CH2:32][CH3:33])[N:18]=[C:19]([NH:20][CH:21]4[CH2:23][CH:22]4[C:24]4[CH:25]=[CH:26][CH:27]=[CH:28][CH:29]=4)[C:14]=3[N:13]=[N:12]2)[CH2:10][CH:6]1[C:4]([NH:3][C:1]1[CH:40]=[N:39][CH:38]=[CH:37][CH:2]=1)=[O:5]. Procedure: The subtitle compound was prepared according to the method of example 39, step a) using the product of example 1, step c) and 3-aminopyridine. The reactants are C[Si](C)(C)NS(=O)(=O)O[Si](C)(C)C (trimethylsilyl trimethylsilylamidosulfonate), C(C1=CC=CC=C1)(=O)NC1[C@@H]2N(C(=C(CS2=O)C)C(=O)O)C1=O (7-benzamido-3-methyl-3-cephem-4-carboxylic acid-1-oxide), BrN1C(CCC1=O)=O (N-bromosuccinimide). Run in ClCCl (dichloromethane). Reaction conditions: temperature 40 celsius, time 3 hour. Yields the product C(C1=CC=CC=C1)(=O)NC1[C@@H]2N(C(=C(CS2=O)CBr)C(=O)O[Si](C)(C)C)C1=O (trimethylsilyl 7-benzamido-3-bromomethyl-3-cephem-4-carboxylate-1-oxide). Yield: 49.0%. RXN SMILES: C[Si](NS([O:9][Si:10]([CH3:13])([CH3:12])[CH3:11])(=O)=O)(C)C.[C:14]([NH:22][CH:23]1[C:35](=[O:36])[N:25]2[C:26]([C:32](O)=[O:33])=[C:27]([CH3:31])[CH2:28][S:29](=[O:30])[C@H:24]12)(=[O:21])[C:15]1[CH:20]=[CH:19][CH:18]=[CH:17][CH:16]=1.[Br:37]N1C(=O)CCC1=O>ClCCl>[C:14]([NH:22][CH:23]1[C:35](=[O:36])[N:25]2[C:26]([C:32]([O:9][Si:10]([CH3:11])([CH3:12])[CH3:13])=[O:33])=[C:27]([CH2:31][Br:37])[CH2:28][S:29](=[O:30])[C@H:24]12)(=[O:21])[C:15]1[CH:20]=[CH:19][CH:18]=[CH:17][CH:16]=1. Procedure details: 207 mg (0.86 mmoles) of trimethylsilyl trimethylsilylamidosulfonate were added to a suspension of 353 mg (1.06 mmoles) of 7-benzamido-3-methyl-3-cephem-4-carboxylic acid-1-oxide in 25 ml of dichloromethane and the mixture was stirred at 40° C. for 3 hours. The colorless translucent suspension was cooled in an ice-bath and bromination was carried out in half an hour using 277 mg of N-bromosuccinimide (1.56 mmoles) as the brominating agent to obtain a 49% yield of trimethylsilyl 7-benzamido-3-brom... The reactants are OC=1C=C(C=O)C=CC1 (3-hydroxybenzaldehyde), BrCCCC (1-bromobutane), BrCCCC (1-bromobutane), II (iodine), [Mg] (magnesium), BrCCCC (1-bromobutane), Cl (HCl). Solvent: CCOCC (ether), CCOCC (ether), CCOCC (ether). Conditions: temperature 0 celsius, time 8 hour. Product: OC=1C=C(C=CC1)C(CCCC)O (1-(3-hydroxyphenyl)-1-pentanol). The yield is 221.9%. Reaction SMILES: [Mg].Br[CH2:3][CH2:4][CH2:5][CH3:6].II.[OH:9][C:10]1[CH:11]=[C:12]([CH:15]=[CH:16][CH:17]=1)[CH:13]=[O:14].Cl>CCOCC>[OH:9][C:10]1[CH:11]=[C:12]([CH:13]([OH:14])[CH2:3][CH2:4][CH2:5][CH3:6])[CH:15]=[CH:16][CH:17]=1. Reported procedure: A dried 1 L 3-neck flask equipped with a N2 inlet, reflux condenser, mechanical stirrer and a 500 ml drppping funnel was charged with 24.3 g (1.0 mol) of magnesium and 50 ml of anhydrous ether. To this was added 15 g (0.11 mol) of 1-bromobutane (Aldrich 23,988-7) and one crystal of iodine. The dropping funnel was charged with 122 g (0.89 mol) of 1-bromobutane and 100 ml. of anhydrous ether. After the contents of the reaction flask began to reflux, the flask was cooled with a water/ice bath and t... Reactants: CC(=O)OI1(C2=CC=CC=C2C(=O)O1)(OC(=O)C)OC(=O)C (1,1,1-triacetoxy-1,1-dihydro-1,2-benziodoxol-3 (1H)-one), CS(=O)(=O)OC(COCC1=CC=CC=C1)CCCO (1-benzyloxy-5-hydroxypentan-2-yl methanesulfonate), CC(=O)OI1(C=2C=CC=CC2C(=O)O1)(OC(=O)C)OC(=O)C (Dess-Martin Periodinane), C(C)(=O)OCC (ethyl acetate), C(O)([O-])=O.[Na+] (sodium hydrogen carbonate). Solvent: ClCCl (dichloromethane). Conditions: time 1 hour. Product: CS(=O)(=O)OC(COCC1=CC=CC=C1)CCC=O (1-benzyloxy-5-oxopentan-2-yl methanesulfonate). Yield: 71.0%. RXN SMILES: CC(OI1(OC(C)=O)(OC(C)=O)OC(=O)C2C1=CC=CC=2)=O.[CH3:23][S:24]([O:27][CH:28]([CH2:38][CH2:39][CH2:40][OH:41])[CH2:29][O:30][CH2:31][C:32]1[CH:37]=[CH:36][CH:35]=[CH:34][CH:33]=1)(=[O:26])=[O:25].C(OCC)(=O)C.C(=O)([O-])O.[Na+]>ClCCl>[CH3:23][S:24]([O:27][CH:28]([CH2:38][CH2:39][CH:40]=[O:41])[CH2:29][O:30][CH2:31][C:32]1[CH:33]=[CH:34][CH:35]=[CH:36][CH:37]=1)(=[O:26])=[O:25] |f:3.4|. Procedure: 440 mg of 1,1,1-triacetoxy-1,1-dihydro-1,2-benziodoxol-3 (1H)-one (Dess-Martin Periodinane) was added to a solution of 200 mg of 1-benzyloxy-5-hydroxypentan-2-yl methanesulfonate in 2 mL of dichloromethane, and the obtained mixture was then stirred at room temperature for 1 hour. Thereafter, 100 mg of Dess-Martin Periodinane was added to the reaction mixture, and the thus obtained mixture was then stirred at room temperature for 1 hour. Thereafter, the reaction mixture was added to a mixture of ...